Dataset: the Open Reaction Database (ORD), a public repository of structured organic reaction records. Task: describe an organic reaction: reactants, conditions, products, and yield The reactants are C(C)N(CCNC1=CC=CC2=CC=CC=C12)CC (N,N-diethyl-N'-naphthalenyl-1,2-ethanediamine), FC1=CC=C(C(=O)Cl)C=C1 (4-fluorobenzoyl chloride). Run in O1CCCC1 (tetrahydrofuran), O1CCCC1 (tetrahydrofuran). Run at time 1 hour. The product is C(C)N(CCN(C(C1=CC=C(C=C1)F)=O)C1=CC=CC2=CC=CC=C12)CC (N-[2-(Diethylamino)ethyl]-4-fluoro-N-(1-napthalenyl)-benzamide). As a reaction SMILES: [CH2:1]([N:3]([CH2:17][CH3:18])[CH2:4][CH2:5][NH:6][C:7]1[C:16]2[C:11](=[CH:12][CH:13]=[CH:14][CH:15]=2)[CH:10]=[CH:9][CH:8]=1)[CH3:2].[F:19][C:20]1[CH:28]=[CH:27][C:23]([C:24](Cl)=[O:25])=[CH:22][CH:21]=1>O1CCCC1>[CH2:17]([N:3]([CH2:1][CH3:2])[CH2:4][CH2:5][N:6]([C:7]1[C:16]2[C:11](=[CH:12][CH:13]=[CH:14][CH:15]=2)[CH:10]=[CH:9][CH:8]=1)[C:24](=[O:25])[C:23]1[CH:27]=[CH:28][C:20]([F:19])=[CH:21][CH:22]=1)[CH3:18]. Procedure details: A solution of 8.0 g (33 mmol) of N,N-diethyl-N'-naphthalenyl-1,2-ethanediamine in 100 mL of tetrahydrofuran is treated with a solution of 6.8 g 4-fluorobenzoyl chloride in 50 mL of tetrahydrofuran and stirred at room temperature. After one hour, the solvent is evaporated on the rotary evaporator. The residue is dissolved in 200 mL of methylene chloride and washed with 200 mL of water and 4N sodium hydroxide to pH=14. The organic layer is dried over sodium sulfate, filtered and the solvent evapor... The reactants are COC=1C=C(C=C(C1CC)OC)C=CC1=CC=CC=C1 (1-(3,5-dimethoxy-4-ethylphenyl)-2-phenylethene), B(Br)(Br)Br (BBr3). Yields the product C(C)C1=C(C=C(C=C1O)C=CC1=CC=CC=C1)O (2-Ethyl-5-(2-phenylethenyl)-1,3-benzenediol). Yield: 91.0%. Reaction SMILES: C[O:2][C:3]1[CH:4]=[C:5]([CH:13]=[CH:14][C:15]2[CH:20]=[CH:19][CH:18]=[CH:17][CH:16]=2)[CH:6]=[C:7]([O:11]C)[C:8]=1[CH2:9][CH3:10].B(Br)(Br)Br>>[CH2:9]([C:8]1[C:7]([OH:11])=[CH:6][C:5]([CH:13]=[CH:14][C:15]2[CH:20]=[CH:19][CH:18]=[CH:17][CH:16]=2)=[CH:4][C:3]=1[OH:2])[CH3:10]. Procedure: This material was synthesized from 1-(3,5-dimethoxy-4-ethylphenyl)-2-phenylethene and BBr3 in 91% yield by the same method as described in Example 6. 1HNMR (CDCl3, ppm): δ 1.22 (t, J=7.5 Hz, 6H), 2.70 (q, J=7.5 Hz, 2H), 4.81 (s, 2H), 6.60 (s, 2H), 7.00 (s, 2H), 7.26 (m, 1H), 7.36 (m, 2H), 7.52 (m, 2H). The reactants are O=C1CCC2CCC(=O)N12, CCOCC, OCc1ccccc1Cl, Cl. Product: O=C1CCC(CCC(=O)OCc2ccccc2Cl)N1. As a reaction SMILES: [CH2:1]1[CH2:2][C:3](=[O:10])[N:4]2[C:5](=[O:9])[CH2:6][CH2:7][CH:8]12.[CH2:21]([O:22][CH2:23][CH3:24])[CH3:25].[Cl:12][c:13]1[c:14]([CH2:15][OH:16])[cH:17][cH:18][cH:19][cH:20]1.[ClH:11]>>[CH2:1]1[CH2:2][C:3](=[O:10])[NH:4][CH:8]1[CH2:7][CH2:6][C:5](=[O:9])[O:16][CH2:15][c:14]1[c:13]([Cl:12])[cH:20][cH:19][cH:18][cH:17]1.